This data is from the Open Reaction Database (ORD), a public repository of structured organic reaction records. The task is: describe an organic reaction: reactants, conditions, products, and yield The reactants are CCN=C=NCCCN(C)C.Cl (N-(3-dimethylaminopropyl)-N-ethylcarbodiimide hydrochloride), FC=1C=C(C(=CC1)N)N[C@@H]1C[C@H](C1)OC (4-fluoro-N2(trans-3-methoxycyclobutyl)benzene-1,2-diamine), C(C)(C)(C)OC(=O)N[C@H](C(=O)O)C ((S)-2-tertbutoxycarbonylaminopropionic acid), C1=CC2=C(N=C1)N(N=N2)O (HOAt). Run in C(Cl)Cl (DCM). Run at temperature 0 celsius, time 1 hour. Yields the product C(C)(C)(C)OC(N[C@@H](C)C1=NC2=C(N1[C@@H]1C[C@H](C1)OC)C=C(C=C2)F)=O ({(S)-1-[6-Fluoro-1-(trans-3-methoxycyclobutyl)1Hbenzoimidazol-2-yl]ethyl}carbamic acid tert-butyl ester). The yield is 30.4%. Reaction SMILES: [F:1][C:2]1[CH:3]=[C:4]([NH:9][C@H:10]2[CH2:13][C@H:12]([O:14][CH3:15])[CH2:11]2)[C:5]([NH2:8])=[CH:6][CH:7]=1.[C:16]([O:20][C:21]([NH:23][C@@H:24]([CH3:28])[C:25](O)=O)=[O:22])([CH3:19])([CH3:18])[CH3:17].C1C=NC2N(O)N=NC=2C=1.CCN=C=NCCCN(C)C.Cl>C(Cl)Cl>[C:16]([O:20][C:21](=[O:22])[NH:23][C@H:24]([C:25]1[N:9]([C@H:10]2[CH2:11][C@H:12]([O:14][CH3:15])[CH2:13]2)[C:4]2[CH:3]=[C:2]([F:1])[CH:7]=[CH:6][C:5]=2[N:8]=1)[CH3:28])([CH3:19])([CH3:18])[CH3:17] |f:3.4|. Procedure: A mixture of 4-fluoro-N2(trans-3-methoxycyclobutyl)benzene-1,2-diamine (0.36 g, 1.7 mmol), (S)-2-tertbutoxycarbonylaminopropionic acid (0.35 g, 1.9 mmol) and HOAt (0.26 g, 1.9 mmol) in DCM (8 mL) was cooled to 0° C. under a nitrogen atmosphere. To this mixture was added N-(3-dimethylaminopropyl)-N-ethylcarbodiimide hydrochloride (0.36 g, 1.9 mmol) portion wise and the mixture stirred at RT for 1 h. The reaction mixture was allowed to warm to RT then partitioned between DCM (30 mL) and a saturate... Reactants: ClC=1C(=C(N(Cl)Cl)C=CC1)Cl.ClC1=C(C(=C(C(=C1N)Cl)Cl)Cl)Cl (tetrachloroaniline pentachloroaniline), C1(=CC=CC=C1)O (phenol), II (iodine). Reagents/catalysts: ruthenium-on-charcoal, [Ta] (tantalum). Solvent: O (water). Conditions: temperature 165 celsius, time 4 hour. Yields the product ClC=1C=C(N)C=C(C1)Cl (3,5-dichloroaniline). Isolated yield 93.0%. RXN SMILES: ClC1C(Cl)=C(C=CC=1)N(Cl)Cl.Cl[C:13]1[C:18]([NH2:19])=[C:17](Cl)[C:16]([Cl:21])=[C:15](Cl)[C:14]=1[Cl:23].C1(O)C=CC=CC=1.II>[Ta].O>[Cl:21][C:16]1[CH:17]=[C:18]([CH:13]=[C:14]([Cl:23])[CH:15]=1)[NH2:19] |f:0.1|. Procedure: 131 parts of tetrachloroaniline/pentachloroaniline mixture corresponding to the data in Example 3, 200 parts of phenol, 5.7 parts of iodine and 33 parts of a 5% strength ruthenium-on-charcoal catalyst which is moist with water (23 parts dry) are brought to reaction in a tantalum autoclave, whilst stirring, during the course of 4 hours, at 165° C. and under a maximum hydrogen pressure of 50 bars. After the usual working up, 87 parts of 98% strength 3,5-dichloroaniline are obtained (93% yield). Starting materials: CC(C)C1NC(=O)C(CSC(c2ccccc2)(c2ccccc2)c2ccccc2)NC(=O)C(Cc2ccccc2)NC(=O)CC(C=CCCSC(c2ccccc2)(c2ccccc2)c2ccccc2)OC(=O)CNC1=O, CO, ClCCl. Yields the product CC(C)C1NC(=O)C2CSSCCC=CC(CC(=O)NC(Cc3ccccc3)C(=O)N2)OC(=O)CNC1=O. As a reaction SMILES: [CH2:1]([c:2]1[cH:3][cH:4][cH:5][cH:6][cH:7]1)[CH:8]1[C:9](=[O:76])[NH:10][CH:11]([CH2:55][S:56][C:57]([c:58]2[cH:59][cH:60][cH:61][cH:62][cH:63]2)([c:64]2[cH:65][cH:66][cH:67][cH:68][cH:69]2)[c:70]2[cH:71][cH:72][cH:73][cH:74][cH:75]2)[C:12](=[O:54])[NH:13][CH:14]([CH:51]([CH3:52])[CH3:53])[C:15](=[O:50])[NH:16][CH2:17][C:18](=[O:49])[O:19][CH:20]([CH:25]=[CH:26][CH2:27][CH2:28][S:29][C:30]([c:31]2[cH:32][cH:33][cH:34][cH:35][cH:36]2)([c:37]2[cH:38][cH:39][cH:40][cH:41][cH:42]2)[c:43]2[cH:44][cH:45][cH:46][cH:47][cH:48]2)[CH2:21][C:22](=[O:24])[NH:23]1.[CH3:80][OH:81].[Cl:77][CH2:78][Cl:79]>>[CH2:1]([c:2]1[cH:3][cH:4][cH:5][cH:6][cH:7]1)[CH:8]1[C:9](=[O:76])[NH:10][CH:11]2[C:12](=[O:54])[NH:13][CH:14]([CH:51]([CH3:52])[CH3:53])[C:15](=[O:50])[NH:16][CH2:17][C:18](=[O:49])[O:19][CH:20]([CH2:21][C:22](=[O:24])[NH:23]1)[CH:25]=[CH:26][CH2:27][CH2:28][S:29][S:56][CH2:55]2. As a reaction SMILES: [Br:22][CH2:23][c:24]1[cH:25][cH:26][c:27]([C:28](=[O:29])[O:30][CH3:31])[cH:32][cH:33]1.[C:1](=[O:2])([O:3][C:4]([CH3:5])([CH3:6])[CH3:7])[N:8]1[CH2:9][CH2:10][N:11]([c:14]2[cH:15][cH:16][c:17]([O-:18])[cH:19][cH:20]2)[CH2:12][CH2:13]1.[CH3:34][C:35](=[O:36])[CH3:37].[Na+:21]>>[C:1](=[O:2])([O:3][C:4]([CH3:5])([CH3:6])[CH3:7])[N:8]1[CH2:9][CH2:10][N:11]([c:14]2[cH:15][cH:16][c:17]([O:18][CH2:23][c:24]3[cH:25][cH:26][c:27]([C:28](=[O:29])[O:30][CH3:31])[cH:32][cH:33]3)[cH:19][cH:20]2)[CH2:12][CH2:13]1. The reactants are COC(=O)c1ccc(CBr)cc1, CC(C)(C)OC(=O)N1CCN(c2ccc([O-])cc2)CC1, CC(C)=O, [Na+]. Yields the product COC(=O)c1ccc(COc2ccc(N3CCN(C(=O)OC(C)(C)C)CC3)cc2)cc1.